Dataset: the Open Reaction Database (ORD), a public repository of structured organic reaction records. Task: describe an organic reaction: reactants, conditions, products, and yield Starting materials: C(C)(C)(C)C1=CC=C(C=C1)C1(S(N=C(OC1(C)C)N[C@@H](CCO)C1=C(C=CC=C1)F)(=O)=O)C ((S)-3-[5-(4-tert-butylphenyl)-5,6,6-trimethyl-4,4-dioxo-5,6-dihydro-4H-4lambda6-[1,4,3]oxathiazin-2-ylamino]-3-(2-fluorophenyl)propan-1-ol), C(C)(C)(C)C1=CC=C(C=C1)C1(S(N=C(OC1(C)C)OC)(=O)=O)C (5-(4-tert-butylphenyl)-2-methoxy-5,6,6-trimethyl-5,6-dihydro-1,4,3-oxathiazine 4,4-dioxide), BrC=1C=C(C=CC1)C1(S(N=C(OC1(C)C)N[C@@H](CCO)C1=CC=CC=C1)(=O)=O)C ((S)-3-[5-(3-bromophenyl)-5,6,6-trimethyl-4,4-dioxo-5,6-dihydro-4H-4lambda6-[1,4,3]oxathiazin-2-ylamino]-3-phenylpropan-1-ol). The product is C(C)(C)(C)C1=CC=C(C=C1)C(C)(C(C)(C)O)S(=O)(=O)N (2-(4-tert-Butylphenyl)-3-hydroxy-3-methylbutane-2-sulfonamide). Reaction SMILES: [C:1]([C:5]1[CH:10]=[CH:9][C:8]([C:11]2([CH3:33])[C:16]([CH3:18])([CH3:17])[O:15]C(N[C@H](C3C=CC=CC=3F)CCO)=[N:13][S:12]2(=[O:32])=[O:31])=[CH:7][CH:6]=1)([CH3:4])([CH3:3])[CH3:2].C(C1C=CC(C2(C)C(C)(C)OC(OC)=NS2(=O)=O)=CC=1)(C)(C)C.BrC1C=C(C2(C)C(C)(C)OC(N[C@H](C3C=CC=CC=3)CCO)=NS2(=O)=O)C=CC=1>>[C:1]([C:5]1[CH:10]=[CH:9][C:8]([C:11]([S:12]([NH2:13])(=[O:31])=[O:32])([C:16]([OH:15])([CH3:17])[CH3:18])[CH3:33])=[CH:7][CH:6]=1)([CH3:2])([CH3:3])[CH3:4]. Reported procedure: The further conversion to (S)-3-[5-(4-tert-butylphenyl)-5,6,6-trimethyl-4,4-dioxo-5,6-dihydro-4H-4lambda6-[1,4,3]oxathiazin-2-ylamino]-3-(2-fluorophenyl)propan-1-ol was effected via the 5-(4-tert-butylphenyl)-2-methoxy-5,6,6-trimethyl-5,6-dihydro-1,4,3-oxathiazine 4,4-dioxide intermediate in analogy to the preparation of (S)-3-[5-(3-bromophenyl)-5,6,6-trimethyl-4,4-dioxo-5,6-dihydro-4H-4lambda6-[1,4,3]oxathiazin-2-ylamino]-3-phenylpropan-1-ol. Reactants: B, C1CCOC1, C1CCOC1, Cl, COc1ccccc1N1CCN(C(=O)C(N)Cc2cccnc2)CC1. Yields the product COc1ccccc1N1CCN(CC(N)Cc2cccnc2)CC1. RXN SMILES: [BH3:26].[CH2:27]1[O:28][CH2:29][CH2:30][CH2:31]1.[CH2:33]1[O:34][CH2:35][CH2:36][CH2:37]1.[ClH:32].[NH2:1][CH:2]([C:3](=[O:4])[N:5]1[CH2:6][CH2:7][N:8]([c:11]2[c:12]([O:17][CH3:18])[cH:13][cH:14][cH:15][cH:16]2)[CH2:9][CH2:10]1)[CH2:19][c:20]1[cH:21][n:22][cH:23][cH:24][cH:25]1>>[NH2:1][CH:2]([CH2:3][N:5]1[CH2:6][CH2:7][N:8]([c:11]2[c:12]([O:17][CH3:18])[cH:13][cH:14][cH:15][cH:16]2)[CH2:9][CH2:10]1)[CH2:19][c:20]1[cH:21][n:22][cH:23][cH:24][cH:25]1. Reactants: N1(C=NC=C1)C=1C=C(C=C(C1)C(F)(F)F)NC(C1=CC(=C(C=C1)C)C#CC1=CN=C2N1C=CN=C2)=O (N-(3-(1H-imidazol-1-yl)-5-(trifluoromethyl)phenyl)-3-(imidazo[1,2-a]pyrazin-3-ylethynyl)-4-methylbenzamide), Cl (Hydrochloric acid). Run in CC#N (MeCN). Reaction conditions: temperature 50 celsius. The product is Cl.N1(C=NC=C1)C=1C=C(C=C(C1)C(F)(F)F)NC(C1=CC(=C(C=C1)C)C#CC1=CN=C2N1C=CN=C2)=O (N-(3-(1H-imidazol-1-yl)-5-(trifluoromethyl)phenyl)-3-(imidazo[1,2-a]pyrazin-3-ylethynyl)-4-methylbenzamide mono hydrochloride salt). RXN SMILES: [N:1]1([C:6]2[CH:7]=[C:8]([NH:16][C:17](=[O:36])[C:18]3[CH:23]=[CH:22][C:21]([CH3:24])=[C:20]([C:25]#[C:26][C:27]4[N:31]5[CH:32]=[CH:33][N:34]=[CH:35][C:30]5=[N:29][CH:28]=4)[CH:19]=3)[CH:9]=[C:10]([C:12]([F:15])([F:14])[F:13])[CH:11]=2)[CH:5]=[CH:4][N:3]=[CH:2]1.[ClH:37]>CC#N>[ClH:37].[N:1]1([C:6]2[CH:7]=[C:8]([NH:16][C:17](=[O:36])[C:18]3[CH:23]=[CH:22][C:21]([CH3:24])=[C:20]([C:25]#[C:26][C:27]4[N:31]5[CH:32]=[CH:33][N:34]=[CH:35][C:30]5=[N:29][CH:28]=4)[CH:19]=3)[CH:9]=[C:10]([C:12]([F:15])([F:13])[F:14])[CH:11]=2)[CH:5]=[CH:4][N:3]=[CH:2]1 |f:3.4|. Procedure details: N-(3-(1H-imidazol-1-yl)-5-(trifluoromethyl)phenyl)-3-(imidazo[1,2-a]pyrazin-3-ylethynyl)-4-methylbenzamide (0.94 mmol) can be suspended in MeCN (10 ml) and heated with stirring to a temperature of 45 to 55° C. (hot plate temperature). Hydrochloric acid (1.1 eq 1M solution in EtOH) is added to obtain dissolution. Within a few minutes, a precipitate is allowed to form. The suspension can be cooled to ambient temperature and then filtered and washed with MeCN (1×1.5 ml liquors+1×1.5 ml fresh). The ... Reactants: CC#N, CO, CCN(C(C)C)C(C)C, COC(=O)Cl, Cc1cc(N)cnc1N1CCC2(CC1)CCN(C1CCC(O)CC1)C2=O. The product is COC(=O)Nc1cnc(N2CCC3(CC2)CCN(C2CCC(O)CC2)C3=O)c(C)c1. As a reaction SMILES: [CH3:41][C:42]#[N:43].[CH3:44][OH:45].[CH:32]([N:33]([CH2:34][CH3:35])[CH:36]([CH3:37])[CH3:38])([CH3:39])[CH3:40].[Cl:1][C:2](=[O:3])[O:4][CH3:5].[NH2:6][c:7]1[cH:8][c:9]([CH3:31])[c:10]([N:13]2[CH2:14][CH2:15][C:16]3([CH2:17][CH2:18][N:19]([CH:22]4[CH2:23][CH2:24][CH:25]([OH:28])[CH2:26][CH2:27]4)[C:20]3=[O:21])[CH2:29][CH2:30]2)[n:11][cH:12]1>>[C:2](=[O:3])([O:4][CH3:5])[NH:6][c:7]1[cH:8][c:9]([CH3:31])[c:10]([N:13]2[CH2:14][CH2:15][C:16]3([CH2:17][CH2:18][N:19]([CH:22]4[CH2:23][CH2:24][CH:25]([OH:28])[CH2:26][CH2:27]4)[C:20]3=[O:21])[CH2:29][CH2:30]2)[n:11][cH:12]1. Reactants: CCOC(C)=O, CCC(C)Oc1ccc2c(n1)OCCN(C(=O)OC(C)(C)C)C2, Cl. Product: CCC(C)Oc1ccc2c(n1)OCCNC2, Cl. Reaction SMILES: [C:24]([O:25][CH2:26][CH3:27])(=[O:28])[CH3:29].[CH3:1][CH:2]([CH2:3][CH3:4])[O:5][c:6]1[cH:7][cH:8][c:9]2[c:15]([n:16]1)[O:14][CH2:13][CH2:12][N:11]([C:17]([O:18][C:19]([CH3:20])([CH3:21])[CH3:22])=[O:23])[CH2:10]2.[ClH:30]>>[CH3:1][CH:2]([CH2:3][CH3:4])[O:5][c:6]1[cH:7][cH:8][c:9]2[c:15]([n:16]1)[O:14][CH2:13][CH2:12][NH:11][CH2:10]2.[ClH:30]. Reactants: OC1=CC=C(C=C1)S(=O)(=O)N (4-hydroxybenzenesulfonamide), C(C)(C)(C)OC(NCCCCBr)=O (tert-butyl(4-bromobutyl)carbamate), C(=O)([O-])[O-].[K+].[K+] (K2CO3). Isolated yield 41.8%. Conditions: temperature 75 celsius, time 8 hour. RXN SMILES: [OH:1][C:2]1[CH:7]=[CH:6][C:5]([S:8]([NH2:11])(=[O:10])=[O:9])=[CH:4][CH:3]=1.[C:12]([O:16][C:17](=[O:24])[NH:18][CH2:19][CH2:20][CH2:21][CH2:22]Br)([CH3:15])([CH3:14])[CH3:13].C([O-])([O-])=O.[K+].[K+]>C(#N)C.Cl>[C:12]([O:16][C:17](=[O:24])[NH:18][CH2:19][CH2:20][CH2:21][CH2:22][O:1][C:2]1[CH:7]=[CH:6][C:5]([S:8](=[O:9])(=[O:10])[NH2:11])=[CH:4][CH:3]=1)([CH3:15])([CH3:14])[CH3:13] |f:2.3.4|. The solvent is Cl (HCl), C(C)#N (acetonitrile). Reported procedure: To a solution of 4-hydroxybenzenesulfonamide (1.211 g, 7.0 mmol) and tert-butyl(4-bromobutyl)carbamate (1.26 g, 5.0 mmol) in acetonitrile (50 mL) was added anhydrous K2CO3 (1.38 g, 10 mmol). The reaction mixtures were stirred at 75° C. for overnight. Solvent was evaporated under reduced pressure to give a residue. The residue was diluted with 1 N HCl (20 mL), extracted with DCM, and dried over Na2SO4. Solvent was evaporated under reduce pressure to afford a residue, which was purified by biotage... Yields the product C(C)(C)(C)OC(NCCCCOC1=CC=C(C=C1)S(N)(=O)=O)=O (tert-butyl(4-(4-sulfamoylphenoxy)butyl)carbamate). Reactants: FC(F)(F)c1cc(Cl)nc(-c2ccccn2)n1, CC(C)c1ccc(O)c(N)c1. Product: CC(C)c1ccc(O)c(Nc2cc(C(F)(F)F)nc(-c3ccccn3)n2)c1. RXN SMILES: [Cl:1][c:2]1[n:3][c:4](-[c:12]2[n:13][cH:14][cH:15][cH:16][cH:17]2)[n:5][c:6]([C:8]([F:9])([F:10])[F:11])[cH:7]1.[OH:18][c:19]1[c:20]([NH2:21])[cH:22][c:23]([CH:26]([CH3:27])[CH3:28])[cH:24][cH:25]1>>[c:2]1([NH:21][c:20]2[c:19]([OH:18])[cH:25][cH:24][c:23]([CH:26]([CH3:27])[CH3:28])[cH:22]2)[n:3][c:4](-[c:12]2[n:13][cH:14][cH:15][cH:16][cH:17]2)[n:5][c:6]([C:8]([F:9])([F:10])[F:11])[cH:7]1. Starting materials: NC1=NC=C(N=C1C(=O)OC)Cl (Methyl 2-amino-5-chloropyrazine-3-carboxylate), N1CCCC1 (pyrrolidine), above-named product. Solvent: CO (methanol). Product: NC1=NC=C(N=C1C(=O)N1CCCC1)Cl (2-amino-5-chloropyrazine-3-carboxylic acid pyrrolidide). Reaction SMILES: [NH2:1][C:2]1[C:7]([C:8]([O:10]C)=O)=[N:6][C:5]([Cl:12])=[CH:4][N:3]=1.[NH:13]1[CH2:17][CH2:16][CH2:15][CH2:14]1>CO>[NH2:1][C:2]1[C:7]([C:8]([N:13]2[CH2:17][CH2:16][CH2:15][CH2:14]2)=[O:10])=[N:6][C:5]([Cl:12])=[CH:4][N:3]=1. Procedure: Methyl 2-amino-5-chloropyrazine-3-carboxylate was treated as described in Example 1 with 25 ml. of pyrrolidine in 100 ml. of methanol. Crystallization from ether yielded 7 g. (72%) of the above-named product with m.p. 90°-95°. Recrystallization from 2-propanol gave pale yellow needles with m.p. 95°-97°.